Dataset: the Open Reaction Database (ORD), a public repository of structured organic reaction records. Task: describe an organic reaction: reactants, conditions, products, and yield Reactants: [Al+3], CCOCC, CCOC(=O)C(c1ccc(Cl)c(Cl)c1)C(C)N(C)C, [H-], [H-], [H-], [H-], [Li+], O. Product: CC(C(CO)c1ccc(Cl)c(Cl)c1)N(C)C. As a reaction SMILES: [Al+3:2].[CH3:7][CH2:8][O:9][CH2:10][CH3:11].[Cl:12][c:13]1[cH:14][c:15]([CH:20]([C:21](=[O:22])[O:23][CH2:24][CH3:25])[CH:26]([CH3:27])[N:28]([CH3:29])[CH3:30])[cH:16][cH:17][c:18]1[Cl:19].[H-:1].[H-:4].[H-:5].[H-:6].[Li+:3].[OH2:31]>>[Cl:12][c:13]1[cH:14][c:15]([CH:20]([CH2:21][OH:22])[CH:26]([CH3:27])[N:28]([CH3:29])[CH3:30])[cH:16][cH:17][c:18]1[Cl:19]. The reactants are CO, COC(=O)c1cccc2cc3ccc(C(F)(F)F)cc3nc12, O. Product: O=C(O)c1cccc2cc3ccc(C(F)(F)F)cc3nc12. Reaction SMILES: [CH3:23][OH:24].[F:1][C:2]([c:3]1[cH:4][c:5]2[n:6][c:7]3[c:8]([C:17](=[O:18])[O:19][CH3:20])[cH:9][cH:10][cH:11][c:12]3[cH:13][c:14]2[cH:15][cH:16]1)([F:21])[F:22].[OH2:25]>>[F:1][C:2]([c:3]1[cH:4][c:5]2[n:6][c:7]3[c:8]([C:17](=[O:18])[OH:19])[cH:9][cH:10][cH:11][c:12]3[cH:13][c:14]2[cH:15][cH:16]1)([F:21])[F:22]. Reactants: stannic chloride, 25.25, S1C=CC=C1 (thiophene), ClC1=C(C(=O)Cl)C=CC(=C1)F (2-chloro-4-fluorobenzoyl chloride), Cl (hydrochloric acid). Run in C1=CC=CC=C1 (benzene). Run at time 3 hour. Product: S1C(=CC=C1)C(=O)C1=C(C=C(C=C1)F)Cl (2-chloro-4-fluorophenyl 2-thienyl ketone). Reaction SMILES: [S:1]1[CH:5]=[CH:4][CH:3]=[CH:2]1.[Cl:6][C:7]1[CH:15]=[C:14]([F:16])[CH:13]=[CH:12][C:8]=1[C:9](Cl)=[O:10].Cl>C1C=CC=CC=1>[S:1]1[CH:5]=[CH:4][CH:3]=[C:2]1[C:9]([C:8]1[CH:12]=[CH:13][C:14]([F:16])=[CH:15][C:7]=1[Cl:6])=[O:10]. Reported procedure: To a stirred mixture of 25.25 parts of thiophene, 58.1 parts of 2-chloro-4-fluorobenzoyl chloride and 200 parts of anhydrous benzene are added dropwise 78.16 parts of stannic chloride (fuming) at room temperature (slightly exothermic reaction: the temperature is kept for 3 hours at 25° C). The reaction mixture is poured onto a mixture of crushed ice and concentrated hydrochloric acid solution. The while is stirred for a few minutes and the layers are separated. The organic layer is diluted with ... Reactants: S(=O)(Cl)Cl (thionyl chloride), CO (MeOH), C(C)OC(=O)C1=NNC=C1[N+](=O)[O-] (4-nitro-1H-pyrazole-3-carboxylic acid ethyl ester), [N+](=O)([O-])C=1C(=NNC1)C(=O)O (4-nitro-1H-pyrazole-3-carboxylic acid). Run in CCO (EtOH). Yields the product COC(=O)C1=NNC=C1[N+](=O)[O-] (4-Nitro-1H-pyrazole-3-carboxylic acid methyl ester), solid. The yield is 100.0%. As a reaction SMILES: [CH2:1]([O:3][C:4]([C:6]1[C:10]([N+:11]([O-:13])=[O:12])=[CH:9][NH:8][N:7]=1)=[O:5])C.[N+](C1C(C(O)=O)=NNC=1)([O-])=O.S(Cl)(Cl)=O.CO>CCO>[CH3:1][O:3][C:4]([C:6]1[C:10]([N+:11]([O-:13])=[O:12])=[CH:9][NH:8][N:7]=1)=[O:5]. Reported procedure: The compound was prepared in a manner analogous to 4-nitro-1H-pyrazole-3-carboxylic acid ethyl ester (Example 16A) using 4-nitro-1H-pyrazole-3-carboxylic acid (100 g, 636 mmol), thionyl chloride (55.5 ml, 764 ml) and MeOH (750 ml), instead of EtOH. 4-Nitro-1H-pyrazole-3-carboxylic acid methyl ester was obtained as an off-white solid (109 g, 100%). (LC/MS (acidic method): Rt 1.82 min, [M+H]+ 172). Reactants: OCc1ccc(NC2CCN(Cc3ccccc3)C2)nc1, CCOC(C)=O, O=[Mn]=O. Product: O=Cc1ccc(NC2CCN(Cc3ccccc3)C2)nc1. As a reaction SMILES: [CH2:1]([c:2]1[cH:3][cH:4][cH:5][cH:6][cH:7]1)[N:8]1[CH2:9][CH:10]([NH:13][c:14]2[cH:15][cH:16][c:17]([CH2:20][OH:21])[cH:18][n:19]2)[CH2:11][CH2:12]1.[CH3:22][CH2:23][O:24][C:25]([CH3:26])=[O:27].[O:28]=[Mn:29]=[O:30]>>[CH2:1]([c:2]1[cH:3][cH:4][cH:5][cH:6][cH:7]1)[N:8]1[CH2:9][CH:10]([NH:13][c:14]2[cH:15][cH:16][c:17]([CH:20]=[O:21])[cH:18][n:19]2)[CH2:11][CH2:12]1. The reactants are ON=C(C)C1=CC=C(C=C1)NC(=O)N(CC(=O)OCC)CC=C (N-[4-(1-hydroxyiminoethyl)phenyl]-N'-allyl-N'-ethoxycarbonylmethylurea), O([Na])C (NaOCH3). The solvent is CO (CH3OH), CO (CH3OH). Yields the product C(C=C)N1C(=O)N(C(=O)C1)C1=CC=C(C=C1)C(C)=NO (1-allyl-3-[4-(1-hydroxyiminoethyl)phenyl]hydantoin). RXN SMILES: [OH:1][N:2]=[C:3]([C:5]1[CH:10]=[CH:9][C:8]([NH:11][C:12]([N:14]([CH2:21][CH:22]=[CH2:23])[CH2:15][C:16](OCC)=[O:17])=[O:13])=[CH:7][CH:6]=1)[CH3:4].O(C)[Na]>CO>[CH2:21]([N:14]1[CH2:15][C:16](=[O:17])[N:11]([C:8]2[CH:9]=[CH:10][C:5]([C:3](=[N:2][OH:1])[CH3:4])=[CH:6][CH:7]=2)[C:12]1=[O:13])[CH:22]=[CH2:23]. Reported procedure: 0.01 mol of this urea is dissolved in 150 mL of CH3OH. The pH is adjusted to approximately 10.0 using 25% NaOCH3 solution in CH3OH. The solution is heated to reflux for 2.5 hours, after which time the solvent is removed in vacuo. The residue is washed with cold water and dried in vacuo to yield crude 1-allyl-3-[4-(1-hydroxyiminoethyl)phenyl]hydantoin. The hydantoin is purified by recrystallization from CH3OH:H2O.